Dataset: the Open Reaction Database (ORD), a public repository of structured organic reaction records. Task: describe an organic reaction: reactants, conditions, products, and yield Starting materials: O1C=CC=2C=CC=CC12. The reagents and catalysts are O1BOC(C)(C)C1(C)C, N=1C=CC(=CC1C=2N=CC=C(C2)C(C)(C)C)C(C)(C)C, C[OH2+].C[OH2+].C1CC=CCCC=C1.C1CC=CCCC=C1.[Ir].[Ir]. Run in CCCCCC. Conditions: temperature 25 celsius, time 0.5 hour. The product is O1C(=CC=2C=CC=CC12)B3OC(C)(C)C(O3)(C)C. The yield is 82.0%. The reactants are Cl.NC1=NOC(=C1)C (3-amino-5-methyl-isoxazole hydrochloride), C(#N)NC(=N)N (1-cyanoguanidine). The solvent is C(CCC)O (butanol). Product: Cl.CC1=CC(=NO1)NC(=N)NC(=N)N ((5-methyl-isoxazol-3-yl)biguanide hydrochloride). Yield: 41.6%. Reaction SMILES: [ClH:1].[NH2:2][C:3]1[CH:7]=[C:6]([CH3:8])[O:5][N:4]=1.[C:9]([NH:11][C:12]([NH2:14])=[NH:13])#[N:10]>C(O)CCC>[ClH:1].[CH3:8][C:6]1[O:5][N:4]=[C:3]([NH:2][C:9]([NH:11][C:12]([NH2:14])=[NH:13])=[NH:10])[CH:7]=1 |f:0.1,4.5|. Procedure details: In a 2 liter three-necked flask are added 370 g of 3-amino-5-methyl-isoxazole hydrochloride, 231 g of 1-cyanoguanidine and 500 ml of butanol. The temperature is gradually raised to the refluxing temperature of the solvent, at which level it is then maintained during 10 minutes. The reaction mixture is allowed to cool and, after incipient crystallization, is poured over 2 liters of butanol. After complete crystallization, the resulting material is filtered, the solid is washed with 300 ml of isop... Reactants: O=C1CCCCCO1, [GeH4], O, OO, OC1CCCCC1. Yields the product OC1CCCCC1, [O-][O-]. Reaction SMILES: [C:2]1(=[O:9])[CH2:3][CH2:4][CH2:5][CH2:6][CH2:7][O:8]1.[GeH4:1].[O:19].[OH:10][OH:11].[OH:12][CH:13]1[CH2:14][CH2:15][CH2:16][CH2:17][CH2:18]1>>[CH:2]1([OH:9])[CH2:3][CH2:4][CH2:5][CH2:6][CH2:7]1.[O-:10][O-:11]. Starting materials: CC(C)([O-])C.[K+] (potassium t-butoxide), C[O-].[Na+] (sodium methylate), S(O)(O)(=O)=O (sulfuric acid), intermediate ( 13 ), triphenylphophonium halide, Cl (hydrochloric acid), C(CCC)[Li] (butyl lithium). Run in C(C)OCC (diethyl ether), CCOCC (ether), C(=O)O (formic acid), C1CCOC1 (THF). The product is C1(=CC=C(C=C1)S(=O)(=O)O)C (p-toluenesulfonic acid), aldehyde. Reaction SMILES: C[O-].[Na+].[CH3:4][C:5]([CH3:8])([O-])[CH3:6].[K+].[CH2:10]([Li])[CH2:11][CH2:12]C.Cl.[S:16](=O)(=[O:19])([OH:18])[OH:17]>C(O)=O.C(OCC)C.C1COCC1>[C:5]1([CH3:8])[CH:6]=[CH:12][C:11]([S:16]([OH:19])(=[O:18])=[O:17])=[CH:10][CH:4]=1 |f:0.1,2.3|. Reported procedure: The synthetic intermediate (13) is reacted with triphenylphophonium halide (32) in the same manner as described above in an ether base solvent such as THF and diethyl ether in the presence of a base such as sodium methylate, potassium t-butoxide (t-BuOK) and butyl lithium and then dehydrated by virtue of an action of a mineral acid such as hydrochloric acid and sulfuric acid or an organic acid such as formic acid and p-toluenesulfonic acid, whereby an aldehyde compound (34) is obtained. The comp...